Dataset: the Open Reaction Database (ORD), a public repository of structured organic reaction records. Task: describe an organic reaction: reactants, conditions, products, and yield Reactants: Cl (hydrochloric acid), C(=O)C1=C(OCCCCC(=O)OCC)C=CC=C1OC (ethyl 5-(2-formyl-3-methoxyphenoxy)pentanoate), [I-].[Mg+2].[I-] (magnesium iodide). The solvent is O1CCCC1 (tetrahydrofuran), CCOCC (ether). Product: C(=O)C1=C(OCCCCC(=O)OCC)C=CC=C1O (ethyl 5-(2-formyl-3-hydroxyphenoxy)pentanoate). Reaction SMILES: [CH:1]([C:3]1[C:18]([O:19]C)=[CH:17][CH:16]=[CH:15][C:4]=1[O:5][CH2:6][CH2:7][CH2:8][CH2:9][C:10]([O:12][CH2:13][CH3:14])=[O:11])=[O:2].[I-].[Mg+2].[I-].Cl>O1CCCC1.CCOCC>[CH:1]([C:3]1[C:18]([OH:19])=[CH:17][CH:16]=[CH:15][C:4]=1[O:5][CH2:6][CH2:7][CH2:8][CH2:9][C:10]([O:12][CH2:13][CH3:14])=[O:11])=[O:2] |f:1.2.3|. Reported procedure: To a stirred solution of ethyl 5-(2-formyl-3-methoxyphenoxy)pentanoate (Example 4) (4.38 g, 0.0156 M) in dry tetrahydrofuran (45 ml) was added dropwise a solution of magnesium iodide (6.533 g, 0.0235 M) in dry ether (95 ml). The mixture was then stirred under reflux (5 hr). The cooled mixture was poured into 10% hydrochloric acid (65 ml). The organic layer was separated and the aqueous phase extracted with ethyl acetate. The combined organic solutions were washed with water, dried (sodium sulpha... Starting materials: CCO, Cl, [Na+], CCCCC(=O)N(Cc1ccc(C2SC(=O)NC2=O)cc1)c1cccc(C(=O)OCC)c1, [OH-]. The product is CCCCC(=O)N(Cc1ccc(C2SC(=O)NC2=O)cc1)c1cccc(C(=O)O)c1. Reaction SMILES: [CH3:36][CH2:37][OH:38].[ClH:35].[Na+:34].[O:1]=[C:2]1[S:3][CH:4]([c:8]2[cH:9][cH:10][c:11]([CH2:12][N:13]([C:14]([CH2:15][CH2:16][CH2:17][CH3:18])=[O:19])[c:20]3[cH:21][c:22]([C:23](=[O:24])[O:25][CH2:26][CH3:27])[cH:28][cH:29][cH:30]3)[cH:31][cH:32]2)[C:5](=[O:7])[NH:6]1.[OH-:33]>>[O:1]=[C:2]1[S:3][CH:4]([c:8]2[cH:9][cH:10][c:11]([CH2:12][N:13]([C:14]([CH2:15][CH2:16][CH2:17][CH3:18])=[O:19])[c:20]3[cH:21][c:22]([C:23](=[O:24])[OH:25])[cH:28][cH:29][cH:30]3)[cH:31][cH:32]2)[C:5](=[O:7])[NH:6]1. Reactants: NC1=C(C=NC=C1)O (4-amino-3-hydroxypyridine), ClCC(=O)Cl (chloroacetyl chloride). Yields the product ClCC(=O)NC1=C(C=NC=C1)O (4-Chloroacetamido-3-hydroxypyridine). Reaction SMILES: [NH2:1][C:2]1[CH:7]=[CH:6][N:5]=[CH:4][C:3]=1[OH:8].[Cl:9][CH2:10][C:11](Cl)=[O:12]>>[Cl:9][CH2:10][C:11]([NH:1][C:2]1[CH:7]=[CH:6][N:5]=[CH:4][C:3]=1[OH:8])=[O:12]. Procedure: A solution of 4-amino-3-hydroxypyridine (7 g, 0.06 mol) and chloroacetyl chloride (50 ml) was refluxed for 2 hours, cooled and the excess solvent was removed by vacuum distillation. The crude material was dissolved in water, neutralized with Na2CO3 and the solid precipitated filtered and air dried to give the desired product, m.p. 155°-158° C. The structural assignment was supported by the proton NMR spectrum. The reactants are C(C)OC(=O)C=1OC2=C(C1)C=CC=C2OC (2-ethoxycarbonyl-7-methoxybenzofuran), [BH4-].[Li+] (lithium borohydride), [Cl-].[NH4+] (ammonium chloride). Run in O1CCCC1 (tetrahydrofuran). Reaction conditions: time 8 hour. The product is OCC=1OC2=C(C1)C=CC=C2OC (2-hydroxymethyl-7-methoxybenzofuran). The yield is 106.4%. As a reaction SMILES: C([O:3][C:4]([C:6]1[O:7][C:8]2[C:14]([O:15][CH3:16])=[CH:13][CH:12]=[CH:11][C:9]=2[CH:10]=1)=O)C.[BH4-].[Li+].[Cl-].[NH4+]>O1CCCC1>[OH:3][CH2:4][C:6]1[O:7][C:8]2[C:14]([O:15][CH3:16])=[CH:13][CH:12]=[CH:11][C:9]=2[CH:10]=1 |f:1.2,3.4|. Reported procedure: A mixture of 2-ethoxycarbonyl-7-methoxybenzofuran (360 mg), lithium borohydride (36 mg) in tetrahydrofuran (4 ml) was stirred at ambient temperature overnight and then for 8 hours at 50° C. Saturated ammonium chloride solution was added to the reaction mixture, and the solution was extracted with ethyl acetate. The extract was washed with saturated ammonium chloride solution and brine, dried over magnesium sulfate and evaporated in vacuo. The residue was purified by flash chromatography (n-hexan... Reactants: CO, O=C1CC2CC1C1CCCC21, [H][H], N. Yields the product NC1CC2CC1C1CCCC21. Reaction SMILES: [CH3:15][OH:16].[CH:1]12[CH:2]3[CH2:3][CH2:4][CH2:5][CH:6]3[CH:7]([C:8](=[O:10])[CH2:9]1)[CH2:11]2.[H:13][H:14].[NH3:12]>>[CH:1]12[CH:2]3[CH2:3][CH2:4][CH2:5][CH:6]3[CH:7]([CH:8]([NH2:12])[CH2:9]1)[CH2:11]2. The reactants are [OH-].[Na+] (sodium hydroxide), COC(=O)COC1=CC=2C3=C(CN(C2C=C1)C(CC)=O)C=NN3 (4,5-dihydro-8-methoxycarbonylmethoxy-5-propionyl-1H-pyrazolo-[4,3-c]quinoline). Solvent: O (water), CO (methanol). Reaction conditions: time 1.5 hour. The product is C(=O)(O)COC1=CC=2C3=C(CN(C2C=C1)C(CC)=O)C=NN3 (8-carboxymethoxy-4,5-dihydro-5-propionyl-1H-pyrazolo[4,3-c]quinoline). The yield is 87.2%. RXN SMILES: [OH-].[Na+].C[O:4][C:5]([CH2:7][O:8][C:9]1[CH:18]=[CH:17][C:16]2[N:15]([C:19](=[O:22])[CH2:20][CH3:21])[CH2:14][C:13]3[CH:23]=[N:24][NH:25][C:12]=3[C:11]=2[CH:10]=1)=[O:6]>O.CO>[C:5]([CH2:7][O:8][C:9]1[CH:18]=[CH:17][C:16]2[N:15]([C:19](=[O:22])[CH2:20][CH3:21])[CH2:14][C:13]3[CH:23]=[N:24][NH:25][C:12]=3[C:11]=2[CH:10]=1)([OH:6])=[O:4] |f:0.1|. Procedure: A solution of sodium hydroxide (0.32 g) in water (4 ml) was added to a mixture of 4,5-dihydro-8-methoxycarbonylmethoxy-5-propionyl-1H-pyrazolo-[4,3-c]quinoline (1.26 g) in methanol (20 ml). After being stirred at room temperature for 1.5 hours, the solution was evaporated in vacuo and the residue was dissolved in an aqueous solution of sodium bicarbonate. The solution was washed with ethyl acetate and acidified with 10% hydrochloric acid under ice cooling and stirring. The resulting precipitates... Starting materials: C(#N)C1=CC(=C(NC2CCN(CC2)CCC(C2=CC=CC=C2)C2=CC=CC=C2)C=C1)[N+](=O)[O-] (4-cyano-2-nitro-1-N-[1-(3,3-diphenylpropyl)-piperidin-4-yl]aniline), Cl (HCl), stannous chloride dihydrate. Solvent: CO (methanol). Run at temperature 95 celsius. Product: NC1=C(NC2CCN(CC2)CCC(C2=CC=CC=C2)C2=CC=CC=C2)C=CC(=C1)C#N (2-Amino-4-cyano-1-N-[1-(3,3-diphenylpropyl)-piperidin-4-yl]aniline). Yield: 22.1%. Reaction SMILES: [C:1]([C:3]1[CH:30]=[CH:29][C:6]([NH:7][CH:8]2[CH2:13][CH2:12][N:11]([CH2:14][CH2:15][CH:16]([C:23]3[CH:28]=[CH:27][CH:26]=[CH:25][CH:24]=3)[C:17]3[CH:22]=[CH:21][CH:20]=[CH:19][CH:18]=3)[CH2:10][CH2:9]2)=[C:5]([N+:31]([O-])=O)[CH:4]=1)#[N:2].Cl>CO>[NH2:31][C:5]1[CH:4]=[C:3]([C:1]#[N:2])[CH:30]=[CH:29][C:6]=1[NH:7][CH:8]1[CH2:13][CH2:12][N:11]([CH2:14][CH2:15][CH:16]([C:17]2[CH:18]=[CH:19][CH:20]=[CH:21][CH:22]=2)[C:23]2[CH:28]=[CH:27][CH:26]=[CH:25][CH:24]=2)[CH2:10][CH2:9]1. Procedure: To a stirred solution of 4-cyano-2-nitro-1-N-[1-(3,3-diphenylpropyl)-piperidin-4-yl]aniline (300 mg, 0.68 mmol) in methanol (4 ml) was added concentrated HCl (1 ml) followed by stannous chloride dihydrate (620 mg) and the mixture was heated to 95° C. After 3 h the reaction mixture was concentrated and suspended in water (100 ml) and potassium carbonate was added to basify the solution. The solution was extracted with EtOAc (150 ml) and the emulsion left to separate. The mixture was then filtered... Starting materials: OC[C@]12CCC(C=C1CC[C@H]1[C@@H]3CCC([C@@]3(C)CC[C@H]21)=O)=O (19-hydroxyandrost-4-en-3,17-dione), C(C)(=O)OC(C)=O (acetic anhydride). The solvent is N1=CC=CC=C1 (pyridine). The product is C(C)(=O)OC[C@]12CCC(C=C1CC[C@H]1[C@@H]3CCC([C@@]3(C)CC[C@H]21)=O)=O (19-Acetoxyandrost-4-en-3,17-dione). RXN SMILES: [OH:1][CH2:2][C@@:3]12[C@@H:20]3[C@H:11]([C@H:12]4[C@@:16]([CH2:18][CH2:19]3)([CH3:17])[C:15](=[O:21])[CH2:14][CH2:13]4)[CH2:10][CH2:9][C:8]1=[CH:7][C:6](=[O:22])[CH2:5][CH2:4]2.[C:23](OC(=O)C)(=[O:25])[CH3:24]>N1C=CC=CC=1>[C:23]([O:1][CH2:2][C@@:3]12[C@@H:20]3[C@H:11]([C@H:12]4[C@@:16]([CH2:18][CH2:19]3)([CH3:17])[C:15](=[O:21])[CH2:14][CH2:13]4)[CH2:10][CH2:9][C:8]1=[CH:7][C:6](=[O:22])[CH2:5][CH2:4]2)(=[O:25])[CH3:24]. Procedure details: Androst-4-en-19-ol-3,17-dione (11) is treated with acetic anhydride (Ac2O, b) in pyridine. Aqueous work-up is followed by extraction and purification to yield the acetate (14).